This data is from the Open Reaction Database (ORD), a public repository of structured organic reaction records. The task is: describe an organic reaction: reactants, conditions, products, and yield The reactants are [Li].ClC=1C=C(C=NC1F)C(=CC(C(=O)OCC)=O)[O-] (Lithium 1-(5-chloro-6-fluoropyridin-3-yl)-4-ethoxy-3,4-dioxobut-1-en-1-olate), ClC=1C=C(C=C(C1)F)C1=CC(=NN1C1=NC=CC=C1)C(=O)O (5-(3-Chloro-5-fluorophenyl)-1-(pyridin-2-yl)-1H-pyrazole-3-carboxylic acid), Cl.ClC=1C=C(C=CC1)NN (3-chlorophenylhydrazine hydrochloride). Yields the product ClC=1C=C(C=CC1)N1N=C(C=C1C=1C=NC(=C(C1)Cl)F)C(=O)O (1-(3-Chlorophenyl)-5-(5-chloro-6-fluoropyridin-3-yl)-1H-pyrazole-3-carboxylic acid). Reaction SMILES: [Li].[Cl:2][C:3]1[CH:4]=[C:5]([C:10]([O-])=[CH:11][C:12](=O)[C:13]([O:15]CC)=[O:14])[CH:6]=[N:7][C:8]=1[F:9].ClC1C=C(C2N(C3C=CC=CN=3)N=C(C(O)=O)C=2)C=C(F)C=1.Cl.[Cl:43][C:44]1[CH:45]=[C:46]([NH:50][NH2:51])[CH:47]=[CH:48][CH:49]=1>>[Cl:43][C:44]1[CH:45]=[C:46]([N:50]2[C:10]([C:5]3[CH:6]=[N:7][C:8]([F:9])=[C:3]([Cl:2])[CH:4]=3)=[CH:11][C:12]([C:13]([OH:15])=[O:14])=[N:51]2)[CH:47]=[CH:48][CH:49]=1 |f:0.1,3.4,^1:0|. Reported procedure: 240 mg (0.86 mmol) of the compound of Example 15A is reacted analogously to the synthesis of the compound of Example 20A with 230 mg (1.29 mmol) of 3-chlorophenylhydrazine hydrochloride. After hydrolysis, 21 mg (7% of theory) of the title compound is obtained. The reactants are [Cl-].C(C)[NH+](CC)CC (triethyl ammonium chloride), [I-].[K+] (potassium iodide), BrCCCCBr (1,4-dibromobutane), aqueous solution, [OH-].[Na+] (sodium hydroxide), CC1=CC=C(C=C1)CC(C(=O)O)=O (p-methylphenylpyruvic acid), O1CCCC1 (tetrahydrofuran), Cl (hydrochloric acid). The product is C(=O)(O)C(=O)C1(CC=C(C=C1)C)C1CCCC1 (1-carboxycarbonyl-p-methylphenylcyclopentane). Isolated yield 77.0%. Reaction SMILES: [OH-:1].[Na+].[CH3:3][C:4]1[CH:9]=[CH:8][C:7]([CH2:10][C:11](=[O:15])C(O)=O)=[CH:6][CH:5]=1.[Cl-].C([NH+]([CH2:22][CH3:23])CC)C.[I-].[K+].Br[CH2:27][CH2:28][CH2:29]CBr.Cl.[O:33]1CCCC1>>[C:11]([C:10]([C:7]1([CH:23]2[CH2:22][CH2:29][CH2:28][CH2:27]2)[CH:6]=[CH:5][C:4]([CH3:3])=[CH:9][CH2:8]1)=[O:33])([OH:15])=[O:1] |f:0.1,3.4,5.6|. Procedure details: A 3N aqueous solution (5 ml) of sodium hydroxide and 10 ml of tetrahydrofuran were added to 0.89 g (5.0 mmoles) of p-methylphenylpyruvic acid, and the mixture was stirred until a completely uniform solution formed. Then, 50 mg of triethyl ammonium chloride, mg of potassium iodide and 0.7 ml (6 mmoles) of 1,4-dibromobutane were added, and the mixture reacted at room temperature for 48 hours. The reaction mixture was acidified with 1N hydrochloric acid and extracted with ether. The ether layer was... The reactants are FC1=C(C=C(CP(OCC)(OCC)=O)C=C1)OC1=CC=CC=C1 (diethyl (4-fluoro-3-phenoxybenzyl)phosphonate), ClC1=CC=C(C(=C(C=O)F)C2CC2)C=C1 (p-chloro-β-cyclopropyl-α-fluorocinnamaldehyde), C[O-].[Na+] (sodium methoxide). Solvent: O1CCCC1 (tetrahydrofuran). Conditions: time 8 hour. The product is ethyl acetate hexanes, ClC1=CC=C(C=C1)C(=C(C=CC1=CC(=C(C=C1)F)OC1=CC=CC=C1)F)C1CC1 (1-(p-Chlorophenyl)-1-cyclopropyl-2-fluoro-4-(4-fluoro-3-phenoxyphenyl)-1,3-butadiene). Yield: 87.6%. As a reaction SMILES: [F:1][C:2]1[CH:16]=[CH:15][C:5]([CH2:6]P(=O)(OCC)OCC)=[CH:4][C:3]=1[O:17][C:18]1[CH:23]=[CH:22][CH:21]=[CH:20][CH:19]=1.[Cl:24][C:25]1[CH:38]=[CH:37][C:28]([C:29]([CH:34]2[CH2:36][CH2:35]2)=[C:30]([F:33])[CH:31]=O)=[CH:27][CH:26]=1.C[O-].[Na+]>O1CCCC1>[Cl:24][C:25]1[CH:26]=[CH:27][C:28]([C:29]([CH:34]2[CH2:36][CH2:35]2)=[C:30]([F:33])[CH:31]=[CH:6][C:5]2[CH:15]=[CH:16][C:2]([F:1])=[C:3]([O:17][C:18]3[CH:19]=[CH:20][CH:21]=[CH:22][CH:23]=3)[CH:4]=2)=[CH:37][CH:38]=1 |f:2.3|. Procedure details: A stirred solution of diethyl (4-fluoro-3-phenoxybenzyl)phosphonate (2.64 g, 7.8 mmol) and p-chloro-β-cyclopropyl-α-fluorocinnamaldehyde (1.35 g, 6 mmol) in tetrahydrofuran (20 ml) is treated with sodium methoxide (562 mg, 9.36 mmol) at 0° C., stirred at room temperature overnight, quenched with 2 N aqueous hydrochloric acid, and extracted with ethyl acetate. The organic extract is washed sequentially with water, 2 N aqueous hydrochloric acid and water, dried over anhydrous sodium sulfate, and c... Reactants: CC=1C=C2C(CC(C2=CC1C)=O)=O (5,6-dimethyl indane-1,3-dione), [N+](=O)(O)[O-] (nitric acid). Run in CCOCC (ether). Run at time 1 hour. Yields the product CC=1C=C2C(C(C(C2=CC1C)=O)[N+](=O)[O-])=O (5,6-Dimethyl-2-nitro-indane-1,3-dione). RXN SMILES: [CH3:1][C:2]1[CH:3]=[C:4]2[C:8](=[CH:9][C:10]=1[CH3:11])[C:7](=[O:12])[CH2:6][C:5]2=[O:13].[N+:14]([O-])([OH:16])=[O:15]>CCOCC>[CH3:11][C:10]1[CH:9]=[C:8]2[C:4](=[CH:3][C:2]=1[CH3:1])[C:5](=[O:13])[CH:6]([N+:14]([O-:16])=[O:15])[C:7]2=[O:12]. Reported procedure: 5,6-dimethyl indane-1,3-dione (0.52 g; 0.003 mole) suspended in anhydrous ether (5 ml.) was stirred at 10°C during the dropwise addition of fuming nitric acid (1.0 ml.). After the addition was complete the mixture was stirred at ambient temperature for 1 hr. and the precipitated yellow solid filtered. m.p. (water, hydrochloric acid) 111°-113°C. (Found: C, 60.11; H, 4.10; N, 6.14; C11H9NO4 requires: C, 60.28; H, 4.14; N, 6.39%). Starting materials: N=C(NC(=O)OCc1ccccc1)c1ccc(OCCCBr)cc1, CCOC(C)=O, CN(C)C=O, Cl, [H-], [Na+], COC(=O)CN1CCNC(=O)C1=O, O. Yields the product COC(=O)CN1CCN(CCCOc2ccc(C(=N)NC(=O)OCc3ccccc3)cc2)C(=O)C1=O. Reaction SMILES: [Br:16][CH2:17][CH2:18][CH2:19][O:20][c:21]1[cH:22][cH:23][c:24]([C:27]([NH:28][C:29](=[O:30])[O:31][CH2:32][c:33]2[cH:34][cH:35][cH:36][cH:37][cH:38]2)=[NH:39])[cH:25][cH:26]1.[CH3:42][CH2:43][O:44][C:45](=[O:46])[CH3:47].[CH3:48][N:49]([CH3:50])[CH:51]=[O:52].[ClH:40].[H-:14].[Na+:15].[O:1]=[C:2]1[N:3]([CH2:9][C:10](=[O:11])[O:12][CH3:13])[CH2:4][CH2:5][NH:6][C:7]1=[O:8].[OH2:41]>>[O:1]=[C:2]1[N:3]([CH2:9][C:10](=[O:11])[O:12][CH3:13])[CH2:4][CH2:5][N:6]([CH2:17][CH2:18][CH2:19][O:20][c:21]2[cH:22][cH:23][c:24]([C:27]([NH:28][C:29](=[O:30])[O:31][CH2:32][c:33]3[cH:34][cH:35][cH:36][cH:37][cH:38]3)=[NH:39])[cH:25][cH:26]2)[C:7]1=[O:8]. Reactants: N (ammonia), C(C)(=O)SCCC(=O)N1N=C(CC1C(=O)O)C=1OC=CC1 ((±)-1-[3-(acetylthio)-1-oxopropyl]-3-(2-furanyl)-4,5-dihydro-1H-pyrazole-5-carboxylic acid). Run at time 2.5 hour. The product is O1C(=CC=C1)C1=NN(C(C1)C(=O)O)C(CCS)=O ((±)-3-(2-Furanyl)-4,5-dihydro-1-(3-mercapto-1-oxopropyl)-1H-pyrazole-5-carboxylic acid). Yield: 61.9%. Reaction SMILES: N.C([S:5][CH2:6][CH2:7][C:8]([N:10]1[CH:14]([C:15]([OH:17])=[O:16])[CH2:13][C:12]([C:18]2[O:19][CH:20]=[CH:21][CH:22]=2)=[N:11]1)=[O:9])(=O)C>>[O:19]1[CH:20]=[CH:21][CH:22]=[C:18]1[C:12]1[CH2:13][CH:14]([C:15]([OH:17])=[O:16])[N:10]([C:8](=[O:9])[CH2:7][CH2:6][SH:5])[N:11]=1. Procedure: Aqueous ammonia (12 cc) is stirred under nitrogen at 10° C. for 30 minutes, at which point 4.3 g of (±)-1-[3-(acetylthio)-1-oxopropyl]-3-(2-furanyl)-4,5-dihydro-1H-pyrazole-5-carboxylic acid is added. The resulting solution is stirred for about 2.5 hours under nitrogen. The solution is extracted with ethyl acetate (discarded) and then made strongly acid with 20% HCl. An oil results which is extracted with 150 cc ethyl acetate. The aqueous layer is extracted with an additional two 150 cc portions... As a reaction SMILES: [Cl:1][C:2]1[CH:20]=[C:19]([C:21]2[C:22]([O:27]C)=[N:23][CH:24]=[CH:25][CH:26]=2)[CH:18]=[CH:17][C:3]=1[CH2:4][CH:5]1[CH2:9][CH2:8][N:7]([CH:10]2[CH2:15][CH2:14][CH2:13][CH2:12][CH2:11]2)[C:6]1=[O:16]>ClCCl>[Cl:1][C:2]1[CH:20]=[C:19]([C:21]2[C:22]([OH:27])=[N:23][CH:24]=[CH:25][CH:26]=2)[CH:18]=[CH:17][C:3]=1[CH2:4][CH:5]1[CH2:9][CH2:8][N:7]([CH:10]2[CH2:15][CH2:14][CH2:13][CH2:12][CH2:11]2)[C:6]1=[O:16]. The solvent is ClCCl (dichloromethane). Conditions: time 16 hour. Reactants: ClC1=C(CC2C(N(CC2)C2CCCCC2)=O)C=CC(=C1)C=1C(=NC=CC1)OC (3-(2-chloro-4-(2-methoxypyridin-3-yl)benzyl)-1-cyclohexylpyrrolidin-2-one). Procedure: Place 3-(2-chloro-4-(2-methoxypyridin-3-yl)benzyl)-1-cyclohexylpyrrolidin-2-one (Example 105) (120 mg, 0.3 mmol) in dichloromethane (10 mL) and cool to 0° C. Add borontribromide (226 mg, 0.9 mmol) and stir of 16 hours. Add water and extract with dichloromethane. Dry over sodium sulfate, filter, and concentrate. Purify by silica gel (10% methanol in dichloromethane) to yield 65 mg (56%) of the title compound: Mass spectrum (apci) m/z=385.2 (M+H). The product is ClC1=C(CC2C(N(CC2)C2CCCCC2)=O)C=CC(=C1)C=1C(=NC=CC1)O (3-(2-Chloro-4-(2-hydroxypyridin-3-yl)benzyl)-1-cyclohexylpyrrolidin-2-one). Yield: 56.3%.